Dataset: the Open Reaction Database (ORD), a public repository of structured organic reaction records. Task: describe an organic reaction: reactants, conditions, products, and yield Starting materials: C(C)(=O)C1=C(N(C2=CC(=CC=C12)C(=O)OC)CC1=C(C=CC=C1)Cl)CC (methyl 3-acetyl-1-(2-chlorobenzyl)-2-ethylindole-6-carboxylate), solution. The solvent is O1CCCC1 (tetrahydrofuran), O1CCCC1 (tetrahydrofuran). Conditions: temperature 20 celsius, time 1 hour. Yields the product ClC1=C(CN2C(=C(C3=CC=C(C=C23)C(=O)OC)CC)CC)C=CC=C1 (methyl 1-(2-chlorobenzyl)-2,3-diethylindole-6-carboxylate). Yield: 39.7%. RXN SMILES: [C:1]([C:4]1[C:12]2[C:7](=[CH:8][C:9]([C:13]([O:15][CH3:16])=[O:14])=[CH:10][CH:11]=2)[N:6]([CH2:17][C:18]2[CH:23]=[CH:22][CH:21]=[CH:20][C:19]=2[Cl:24])[C:5]=1[CH2:25][CH3:26])(=O)[CH3:2]>O1CCCC1>[Cl:24][C:19]1[CH:20]=[CH:21][CH:22]=[CH:23][C:18]=1[CH2:17][N:6]1[C:7]2[C:12](=[CH:11][CH:10]=[C:9]([C:13]([O:15][CH3:16])=[O:14])[CH:8]=2)[C:4]([CH2:1][CH3:2])=[C:5]1[CH2:25][CH3:26]. Procedure: To a solution of methyl 3-acetyl-1-(2-chlorobenzyl)-2-ethylindole-6-carboxylate (110 mg) in tetrahydrofuran (5 ml) was added 1M solution of boran in tetrahydrofuran (0.6 ml) in one portion at 0° C. The mixture was stirred at 20° C. for 1 hour, then quenched with water and extracted with ethyl acetate. The organic phase was washed with brine, dried over magnesium sulfate and evaporated in vacuo. The residue was chromatographed on silica gel eluting with a mixture of hexane and ethyl acetate (2:1)... Starting materials: ClCCCCOC=1C=NC=CC1 (4-chloro-1-(3-pyridyloxy)butane), CNC (dimethylamine). Solvent: CO (methanol). Run at temperature 100 celsius. The product is CN(CCCCOC=1C=NC=CC1)C (Dimethyl(4-(3-pyridyloxy)butyl)amine). Reaction SMILES: Cl[CH2:2][CH2:3][CH2:4][CH2:5][O:6][C:7]1[CH:8]=[N:9][CH:10]=[CH:11][CH:12]=1.[CH3:13][NH:14][CH3:15]>CO>[CH3:13][N:14]([CH3:15])[CH2:2][CH2:3][CH2:4][CH2:5][O:6][C:7]1[CH:8]=[N:9][CH:10]=[CH:11][CH:12]=1. Reported procedure: A portion of the 4-chloro-1-(3-pyridyloxy)butane was dissolved in methanol (25 mL) and added to a 40 wt % aqueous solution of dimethylamine (50 mL) in a heavy-walled glass pressure-tube apparatus. The tube was sealed and the mixture was stirred and heated at 100° C. (oil bath temperature) for 4 h. After cooling, the mixture was concentrated by rotary evaporation. Saturated NaCl solution (10 mL) was added to the residue, and the solution (pH 6) was extracted with ether (3×25 mL) to remove impurit...